This data is from the Open Reaction Database (ORD), a public repository of structured organic reaction records. The task is: describe an organic reaction: reactants, conditions, products, and yield Reactants: C(C1=CC=CC=C1)OC=1C=C(C=CC1N1S(NC(C1)=O)(=O)=O)CCCC#N (4-[3-benzyloxy-4-(1,1,4-trioxo-1,2,5-thiadiazolidin-2-yl)-phenyl]-butyronitrile). The reagents and catalysts are [Pd] (Pd/C). Solvent: C(C)O (ethanol). Yields the product OC=1C=C(C=CC1N1S(NC(C1)=O)(=O)=O)CCCC#N (4-[3-Hydroxy-4-(1,1,4-trioxo-1,2,5-thiadiazolidin-2-yl)-phenyl]-butyronitrile). Reaction SMILES: C([O:8][C:9]1[CH:10]=[C:11]([CH2:23][CH2:24][CH2:25][C:26]#[N:27])[CH:12]=[CH:13][C:14]=1[N:15]1[CH2:19][C:18](=[O:20])[NH:17][S:16]1(=[O:22])=[O:21])C1C=CC=CC=1>C(O)C.[Pd]>[OH:8][C:9]1[CH:10]=[C:11]([CH2:23][CH2:24][CH2:25][C:26]#[N:27])[CH:12]=[CH:13][C:14]=1[N:15]1[CH2:19][C:18](=[O:20])[NH:17][S:16]1(=[O:22])=[O:21]. Reported procedure: A solution of 4-[3-benzyloxy-4-(1,1,4-trioxo-1,2,5-thiadiazolidin-2-yl)-phenyl]-butyronitrile (30 mg) in ethanol (30 mL) is hydrogenated over 10% Pd/C at 1 atm for 1 h. The catalyst is removed by filtration through Celite and the solvent is removed under reduced pressure to give the title compound. It is converted to a potassium salt by addition of 1 equivalent of KHCO3: (M−1)−=294. The reactants are BrC(Br)(Br)Br, ClCCl, O=C1NC(=O)C(c2ccc(OCCCO)c3ccoc23)=C1c1cn2c3c(cccc13)CCC2, c1ccc(P(c2ccccc2)c2ccccc2)cc1. Yields the product O=C1NC(=O)C(c2ccc(OCCCBr)c3ccoc23)=C1c1cn2c3c(cccc13)CCC2. Reaction SMILES: [C:34]([Br:35])([Br:36])([Br:37])[Br:38].[Cl:58][CH2:59][Cl:60].[c:1]1([C:13]2=[C:17]([c:18]3[cH:19][cH:20][c:21]([O:27][CH2:28][CH2:29][CH2:30][OH:31])[c:22]4[cH:23][cH:24][o:25][c:26]34)[C:16](=[O:32])[NH:15][C:14]2=[O:33])[cH:2][n:3]2[c:12]3[c:7]([cH:8][cH:9][cH:10][c:11]13)[CH2:6][CH2:5][CH2:4]2.[c:39]1([P:40]([c:41]2[cH:42][cH:43][cH:44][cH:45][cH:46]2)[c:47]2[cH:48][cH:49][cH:50][cH:51][cH:52]2)[cH:53][cH:54][cH:55][cH:56][cH:57]1>>[c:1]1([C:13]2=[C:17]([c:18]3[cH:19][cH:20][c:21]([O:27][CH2:28][CH2:29][CH2:30][Br:35])[c:22]4[cH:23][cH:24][o:25][c:26]34)[C:16](=[O:32])[NH:15][C:14]2=[O:33])[cH:2][n:3]2[c:12]3[c:7]([cH:8][cH:9][cH:10][c:11]13)[CH2:6][CH2:5][CH2:4]2. The reactants are COC1=CC=C(C2=C1N=C(S2)NC(C2=CC=C(C=C2)CNC)=O)N2CCOCC2 (N-(4-methoxy-7-morpholin-4-yl-benzothiazol-2-yl)-4-methylaminomethyl-benzamide), C1(CC1)C(=O)Cl (cyclopropanecarbonyl chloride). Product: crystals, C1(CC1)C(=O)N(C)CC1=CC=C(C(=O)NC=2SC3=C(N2)C(=CC=C3N3CCOCC3)OC)C=C1 (4-[(Cyclopropanecarbonyl-methyl-amino)-methyl]-N-(4-methoxy-7-morpholin-4-yl-benzothiazol-2-yl)-benzamide). Isolated yield 82.0%. As a reaction SMILES: [CH3:1][O:2][C:3]1[C:8]2[N:9]=[C:10]([NH:12][C:13](=[O:23])[C:14]3[CH:19]=[CH:18][C:17]([CH2:20][NH:21][CH3:22])=[CH:16][CH:15]=3)[S:11][C:7]=2[C:6]([N:24]2[CH2:29][CH2:28][O:27][CH2:26][CH2:25]2)=[CH:5][CH:4]=1.[CH:30]1([C:33](Cl)=[O:34])[CH2:32][CH2:31]1>>[CH:30]1([C:33]([N:21]([CH2:20][C:17]2[CH:16]=[CH:15][C:14]([C:13]([NH:12][C:10]3[S:11][C:7]4[C:6]([N:24]5[CH2:25][CH2:26][O:27][CH2:28][CH2:29]5)=[CH:5][CH:4]=[C:3]([O:2][CH3:1])[C:8]=4[N:9]=3)=[O:23])=[CH:19][CH:18]=2)[CH3:22])=[O:34])[CH2:32][CH2:31]1. Procedure: Using N-(4-methoxy-7-morpholin-4-yl-benzothiazol-2-yl)-4-methylaminomethyl-benzamide and cyclopropanecarbonyl chloride, the title compound was prepared as light yellow crystals (82% yield). MS: m/e=481(M+H+). Reactants: Brc1ccc2ncccc2c1, C1CCOC1, CCCC[Sn](Cl)(CCCC)CCCC, CCCCC, [Li]CCCC. Product: CCCC[Sn](CCCC)(CCCC)c1ccc2ncccc2c1. Reaction SMILES: [Br:6][c:7]1[cH:8][c:9]2[cH:10][cH:11][cH:12][n:13][c:14]2[cH:15][cH:16]1.[CH2:1]1[O:2][CH2:3][CH2:4][CH2:5]1.[CH2:22]([CH2:23][CH2:24][CH3:25])[Sn:26]([CH2:27][CH2:28][CH2:29][CH3:30])([CH2:31][CH2:32][CH2:33][CH3:34])[Cl:35].[CH3:36][CH2:37][CH2:38][CH2:39][CH3:40].[Li:17][CH2:18][CH2:19][CH2:20][CH3:21]>>[c:7]1([Sn:26]([CH2:22][CH2:23][CH2:24][CH3:25])([CH2:27][CH2:28][CH2:29][CH3:30])[CH2:31][CH2:32][CH2:33][CH3:34])[cH:8][c:9]2[cH:10][cH:11][cH:12][n:13][c:14]2[cH:15][cH:16]1. The reactants are O=CN1CCNCC1, COc1ccccc1Sc1ccc(-c2ccnc(Cl)c2)cc1C(F)(F)F, OC1CCNC1. Yields the product COc1ccccc1Sc1ccc(-c2ccnc(N3CCN(C=O)CC3)c2)cc1C(F)(F)F. As a reaction SMILES: [CH:33](=[O:34])[N:35]1[CH2:36][CH2:37][NH:38][CH2:39][CH2:40]1.[Cl:1][c:2]1[n:3][cH:4][cH:5][c:6](-[c:8]2[cH:9][c:10]([C:23]([F:24])([F:25])[F:26])[c:11]([S:14][c:15]3[c:16]([O:21][CH3:22])[cH:17][cH:18][cH:19][cH:20]3)[cH:12][cH:13]2)[cH:7]1.[OH:27][CH:28]1[CH2:29][CH2:30][NH:31][CH2:32]1>>[c:2]1([N:38]2[CH2:37][CH2:36][N:35]([CH:33]=[O:34])[CH2:40][CH2:39]2)[n:3][cH:4][cH:5][c:6](-[c:8]2[cH:9][c:10]([C:23]([F:24])([F:25])[F:26])[c:11]([S:14][c:15]3[c:16]([O:21][CH3:22])[cH:17][cH:18][cH:19][cH:20]3)[cH:12][cH:13]2)[cH:7]1. Reactants: C1CCC2=NCCCN2CC1, COCCOC, CS(=O)c1nc(N)nc(-c2ccco2)c1C#N, OCc1cccnc1. Product: N#Cc1c(OCc2cccnc2)nc(N)nc1-c1ccco1. RXN SMILES: [CH2:26]1[CH2:27][CH2:28][C:29]2=[N:34][CH2:33][CH2:32][CH2:31][N:30]2[CH2:35][CH2:36]1.[CH3:37][O:38][CH2:39][CH2:40][O:41][CH3:42].[NH2:1][c:2]1[n:3][c:4]([S:15]([CH3:16])=[O:17])[c:5]([C:13]#[N:14])[c:6](-[c:8]2[o:9][cH:10][cH:11][cH:12]2)[n:7]1.[OH:18][CH2:19][c:20]1[cH:21][n:22][cH:23][cH:24][cH:25]1>>[NH2:1][c:2]1[n:3][c:4]([O:18][CH2:19][c:20]2[cH:21][n:22][cH:23][cH:24][cH:25]2)[c:5]([C:13]#[N:14])[c:6](-[c:8]2[o:9][cH:10][cH:11][cH:12]2)[n:7]1. Reactants: C(CCCCCN=C=O)N=C=O (hexamethylene diisocyanate), C(=O)O (formic acid). Reaction conditions: temperature 50 celsius, time 50 minute. The product is C(CCCCCN=C=O)N=C=O (hexamethylene diisocyanate), C(=O)[O-] (formate). Reaction SMILES: [CH2:1]([N:10]=[C:11]=[O:12])[CH2:2][CH2:3][CH2:4][CH2:5][CH2:6][N:7]=[C:8]=[O:9].[CH:13]([OH:15])=[O:14]>>[CH2:1]([N:10]=[C:11]=[O:12])[CH2:2][CH2:3][CH2:4][CH2:5][CH2:6][N:7]=[C:8]=[O:9].[CH:13]([O-:15])=[O:14]. Reported procedure: About 2 parts by weight silico-formic acid and about 4 parts by weight hexamethylene diisocyanate are mixed and heated to about 50° C while agitating for about 50 minutes thereby producing a hexamethylene diisocyanate silico-formate polymer. About 3% by weight of an activator mixture containing 25% dimethyl ethanolamine and 10% ammonium stearate in water is added to the mixture, mixed well, and heated to about 50° C thereby producing a semi-rigid hexamethylene diisocyanate-silico-formate foam wh... The reactants are N[C@H](C(=O)O)CCC(=O)N[C@@H](CS)C(=O)NCC(=O)O (glutathione), N1=CC=CC=C1 (pyridine), Cr(II), Cr(II). Product: CSC[C@H](NC(CC[C@H](N)C(=O)O)=O)C(=O)NCC(=O)O (S-methylglutathione). As a reaction SMILES: [NH2:1][C@@H:2]([CH2:6][CH2:7][C:8]([NH:10][C@H:11]([C:14]([NH:16][CH2:17][C:18]([OH:20])=[O:19])=[O:15])[CH2:12][SH:13])=[O:9])[C:3]([OH:5])=[O:4].N1C=CC=C[CH:22]=1>>[CH3:22][S:13][CH2:12][C@@H:11]([C:14]([NH:16][CH2:17][C:18]([OH:20])=[O:19])=[O:15])[NH:10][C:8](=[O:9])[CH2:7][CH2:6][C@@H:2]([C:3]([OH:5])=[O:4])[NH2:1]. Procedure details: When glutathione was complexed with Cr(II), no measurable oxidation of the Cr(II) was observed until the appropriate pyridine derivative was added to the complex mixture. At this time, the 280 nm-340 nm charge transfer peak also appeared. At no time were the 450 nm and 585 nm peaks attributable to Cr--S observed. Replacing glutathione with S-methylglutathione gave identical results.